From a dataset of the Open Reaction Database (ORD), a public repository of structured organic reaction records. describe an organic reaction: reactants, conditions, products, and yield The reactants are O=C1CC2C(CC(OC(=O)c3ccccc3)C2CCC(F)(F)COc2ccccc2)O1, O=C([O-])[O-], CO, [K+], [K+]. The product is O=C1CC2C(CC(O)C2CCC(F)(F)COc2ccccc2)O1. Reaction SMILES: [C:1](=[O:2])([c:3]1[cH:4][cH:5][cH:6][cH:7][cH:8]1)[O:9][CH:10]1[CH:11]([CH2:19][CH2:20][C:21]([CH2:22][O:23][c:24]2[cH:25][cH:26][cH:27][cH:28][cH:29]2)([F:30])[F:31])[CH:12]2[CH:13]([O:14][C:15](=[O:17])[CH2:16]2)[CH2:18]1.[C:32](=[O:33])([O-:34])[O-:35].[CH3:38][OH:39].[K+:36].[K+:37]>>[OH:9][CH:10]1[CH:11]([CH2:19][CH2:20][C:21]([CH2:22][O:23][c:24]2[cH:25][cH:26][cH:27][cH:28][cH:29]2)([F:30])[F:31])[CH:12]2[CH:13]([O:14][C:15](=[O:17])[CH2:16]2)[CH2:18]1. Reactants: O=C(Cl)c1ccccc1, CCc1cn(C2CC(O)C(C)O2)c(=O)[nH]c1=O, c1ccncc1. The product is CCc1cn(C2CC(OC(=O)c3ccccc3)C(C)O2)c(=O)[nH]c1=O. Reaction SMILES: [C:18]([c:19]1[cH:20][cH:21][cH:22][cH:23][cH:24]1)(=[O:25])[Cl:26].[CH2:1]([CH3:2])[c:3]1[c:4](=[O:17])[nH:5][c:6](=[O:16])[n:7]([CH:8]2[CH2:9][CH:10]([OH:11])[CH:12]([CH3:13])[O:14]2)[cH:15]1.[cH:27]1[cH:28][cH:29][n:30][cH:31][cH:32]1>>[CH2:1]([CH3:2])[c:3]1[c:4](=[O:17])[nH:5][c:6](=[O:16])[n:7]([CH:8]2[CH2:9][CH:10]([O:11][C:18]([c:19]3[cH:20][cH:21][cH:22][cH:23][cH:24]3)=[O:25])[CH:12]([CH3:13])[O:14]2)[cH:15]1. The reactants are CC([C@@H](C(=O)OC)N1C(C2=CC(=CC=C2C1)C1=CC=C(C=C1)NC(=O)C=1SC(=CN1)C1=CC=CC=C1)=O)C ((S)-Methyl 3-methyl-2-(1-oxo-6-(4-(5-phenylthiazole-2-carboxamido)phenyl)isoindolin-2-yl)butanoate), NC1=CC=C(C=C1)C1=CC=C2CN(C(C2=C1)=O)[C@H](C(=O)OC)C(C)C ((S)-Methyl 2-(6-(4-aminophenyl)-1-oxoisoindolin-2-yl)-3-methylbutanoate), C1(=CC=CC=C1)C1=CN=C(O1)C(=O)OCC (ethyl 5-phenyloxazole-2-carboxylate). The product is CC([C@@H](C(=O)OC)N1C(C2=CC(=CC=C2C1)C1=CC=C(C=C1)NC(=O)C=1OC(=CN1)C1=CC=CC=C1)=O)C ((S)-Methyl 3-methyl-2-(1-oxo-6-(4-(5-phenyloxazole-2-carboxamido)phenyl)isoindolin-2-yl)butanoate). As a reaction SMILES: [CH3:1][CH:2]([CH3:38])[C@H:3]([N:8]1[CH2:16][C:15]2[C:10](=[CH:11][C:12]([C:17]3[CH:22]=[CH:21][C:20]([NH:23][C:24]([C:26]4S[C:28]([C:31]5[CH:36]=[CH:35][CH:34]=[CH:33][CH:32]=5)=[CH:29][N:30]=4)=[O:25])=[CH:19][CH:18]=3)=[CH:13][CH:14]=2)[C:9]1=[O:37])[C:4]([O:6][CH3:7])=[O:5].NC1C=CC(C2C=C3C(CN([C@@H](C(C)C)C(OC)=O)C3=[O:55])=CC=2)=CC=1.C1(C2OC(C(OCC)=O)=NC=2)C=CC=CC=1>>[CH3:1][CH:2]([CH3:38])[C@H:3]([N:8]1[CH2:16][C:15]2[C:10](=[CH:11][C:12]([C:17]3[CH:22]=[CH:21][C:20]([NH:23][C:24]([C:26]4[O:55][C:28]([C:31]5[CH:36]=[CH:35][CH:34]=[CH:33][CH:32]=5)=[CH:29][N:30]=4)=[O:25])=[CH:19][CH:18]=3)=[CH:13][CH:14]=2)[C:9]1=[O:37])[C:4]([O:6][CH3:7])=[O:5]. Procedure details: The compound of example 613 was prepared analogous to the compound of example 611 by reaction of compound of example 6 with ethyl 5-phenyloxazole-2-carboxylate. Reactants: C(C)(C)N(CC)C(C)C (diisopropylethylamine), Cl.NO (hydroxylamine hydrochloride), BrC1=CC(=CC(=N1)NC(=S)NC(=O)OCC)C (1-(6-Bromo-4-methyl-pyridin-2-yl)-3-carboethoxy-thiourea). Run in C(C)O.CO (ethanol methanol). Run at temperature 20 celsius, time 1 hour. The product is BrC1=CC(=CC=2N1N=C(N2)N)C (5-Bromo-7-methyl-[1,2,4]triazolo[1,5-a]pyridin-2-ylamine). Reaction SMILES: Cl.NO.C([N:7](C(C)C)CC)(C)C.[Br:13][C:14]1[N:19]=[C:18]([NH:20][C:21]([NH:23]C(OCC)=O)=S)[CH:17]=[C:16]([CH3:29])[CH:15]=1>C(O)C.CO>[Br:13][C:14]1[N:19]2[N:7]=[C:21]([NH2:23])[N:20]=[C:18]2[CH:17]=[C:16]([CH3:29])[CH:15]=1 |f:0.1,4.5|. Procedure: To a suspension of hydroxylamine hydrochloride (0.65 g, 9.27 mmol) in ethanol/methanol (1:1, 20 ml) was added diisopropylethylamine (0.97 ml, 5.56 mmol) and the mixture was stirred at room temp. (20° C.) for 1 h. 1-(6-Bromo-4-methyl-pyridin-2-yl)-3-carboethoxy-thiourea (0.59 g, 1.84 mmol) was added and the mixture slowly heated to reflux. Having refluxed overnight the mixture was allowed to cool and filtered to collect the precipitated solid. Further product was collected by evaporation in vacuo... The reactants are C(C)(CC)[Li] (sec-butyllithium), FC1=C2C(=NC=C1)N(C=C2)[Si](C(C)C)(C(C)C)C(C)C (4-fluoro-1-triisopropylsilanyl-1H-pyrrolo[2,3-b]pyridine), Cl (Monohydrochloride), S(=O)(=O)=C1C(C=C(C=C1)C)N=[N+]=[N-] (1-sulfonylazido-4-methylbenzene), [Cl-].[NH4+] (ammonium chloride). Solvent: C1CCOC1 (THF), C1CCOC1 (THF). Conditions: temperature -78 celsius, time 25 minute. The product is FC1=C2C(=NC=C1N)NC=C2 (4-Fluoro-1H-pyrrolo[2,3-b]pyridin-5-ylamine), N(=[N+]=[N-])C=1C(=C2C(=NC1)N(C=C2)[Si](C(C)C)(C(C)C)C(C)C)F (5-azido-4-fluoro-1-triisopropylsilanyl-1H-pyrrolo[2,3-b]pyridine). The yield is 171.4%. As a reaction SMILES: Cl.[F:2][C:3]1[CH:8]=[CH:7][N:6]=[C:5]2[N:9]([Si:12]([CH:19]([CH3:21])[CH3:20])([CH:16]([CH3:18])[CH3:17])[CH:13]([CH3:15])[CH3:14])[CH:10]=[CH:11][C:4]=12.C([Li])(CC)C.S(=C1C=CC(C)=CC1[N:37]=[N+:38]=[N-:39])(=O)=O.[Cl-].[NH4+]>C1COCC1>[F:2][C:3]1[C:8]([NH2:37])=[CH:7][N:6]=[C:5]2[NH:9][CH:10]=[CH:11][C:4]=12.[N:37]([C:8]1[C:3]([F:2])=[C:4]2[CH:11]=[CH:10][N:9]([Si:12]([CH:16]([CH3:18])[CH3:17])([CH:19]([CH3:21])[CH3:20])[CH:13]([CH3:14])[CH3:15])[C:5]2=[N:6][CH:7]=1)=[N+:38]=[N-:39] |f:4.5|. Procedure: To a solution of N-hydroxyacetamidine (315 mg, 4.25 mmol) in of THF (10 mL) at 0° C. was added sodium hydride (60% in oil, 340 mg, 8.5 mmol) in small portions and the resulting mixture was stirred for 20 min. 5-Isopropyl-4-oxo-3,4-dihydro-pyrrolo[2,1-f][1,2,4]triazine-6-carboxylic acid methyl ester was then added and the mixture was heated in a pressure vessel at 80° C. for 18 h. The reaction mixture was cooled down and the precipitate was filtered and. The filtrate was diluted with ethyl acetat... The reactants are ice water, S(O)(O)(=O)=O (sulfuric acid), O (water), ClC1=C(N)C=C(C(=C1)OC)S (2-chloro-5-mercapto-4-methoxyaniline), COC1=C(C=CC=C1)C(C)(C)O (2-(2-methoxyphenyl)-2-propanol). Run in O1CCCC1 (tetrahydrofuran). Reaction conditions: time 10 minute. Yields the product ClC1=C(N)C=C(C(=C1)OC)SC(C)(C)C1=C(C=CC=C1)OC (2-Chloro-4-methoxy-5-[1-(2-methoxyphenyl)-1-methylethylthio]aniline). The yield is 33.7%. Reaction SMILES: S(=O)(=O)(O)O.O.[Cl:7][C:8]1[CH:14]=[C:13]([O:15][CH3:16])[C:12]([SH:17])=[CH:11][C:9]=1[NH2:10].[CH3:18][O:19][C:20]1[CH:25]=[CH:24][CH:23]=[CH:22][C:21]=1[C:26](O)([CH3:28])[CH3:27]>O1CCCC1>[Cl:7][C:8]1[CH:14]=[C:13]([O:15][CH3:16])[C:12]([S:17][C:26]([C:21]2[CH:22]=[CH:23][CH:24]=[CH:25][C:20]=2[O:19][CH3:18])([CH3:28])[CH3:27])=[CH:11][C:9]=1[NH2:10]. Procedure: To concentrated sulfuric acid (6 mL) was added water (6 mL) under ice-cooling, and the mixture was stirred at the same temperature for 10 minutes. To the mixture was added a solution of 2-chloro-5-mercapto-4-methoxyaniline (0.5 g) and 2-(2-methoxyphenyl)-2-propanol (0.88 g) in tetrahydrofuran (6 mL), and the mixture was stirred at room temperature for 3 hours. The reaction mixture was poured into ice water, and the resulting mixture was extracted with ethyl acetate. The extract was washed with w... The reactants are C(C)(C)[C@]1(C[C@@H](CC1)NC1COCC1)C(=O)N1CCN(CC1)C1=NC=CC(=C1)C(F)(F)F (N-[(1R,3S)-3-isopropyl-3-({4-[4-(trifluoromethyl)pyridin-2-yl]piperazin-1-yl}carbonyl)cyclopentyl]tetrahydrofuran-3-amine), C=O (formaldehyde), [BH3-]C#N.[Na+] (NaCNBH3). Solvent: CO (methanol). The product is C(C)(C)[C@]1(C[C@@H](CC1)N(C1COCC1)C)C(=O)N1CCN(CC1)C1=NC=CC(=C1)C(F)(F)F (N-[(1R,3S)-3-isopropyl-3-({4-[4-(trifluoromethyl)pyridin-2-yl]piperazin-1-yl}carbonyl)cyclopentyl]—N-methyltetrahydrofuran-3-amine). Reaction SMILES: [CH:1]([C@:4]1([C:15]([N:17]2[CH2:22][CH2:21][N:20]([C:23]3[CH:28]=[C:27]([C:29]([F:32])([F:31])[F:30])[CH:26]=[CH:25][N:24]=3)[CH2:19][CH2:18]2)=[O:16])[CH2:8][CH2:7][C@@H:6]([NH:9][CH:10]2[CH2:14][CH2:13][O:12][CH2:11]2)[CH2:5]1)([CH3:3])[CH3:2].C=O.[BH3-][C:36]#N.[Na+]>CO>[CH:1]([C@:4]1([C:15]([N:17]2[CH2:18][CH2:19][N:20]([C:23]3[CH:28]=[C:27]([C:29]([F:32])([F:30])[F:31])[CH:26]=[CH:25][N:24]=3)[CH2:21][CH2:22]2)=[O:16])[CH2:8][CH2:7][C@@H:6]([N:9]([CH3:36])[CH:10]2[CH2:14][CH2:13][O:12][CH2:11]2)[CH2:5]1)([CH3:3])[CH3:2] |f:2.3|. Reported procedure: To a solution of N-[(1R,3S)-3-isopropyl-3-({4-[4-(trifluoromethyl)pyridin-2-yl]piperazin-1-yl}carbonyl)cyclopentyl]tetrahydrofuran-3-amine (160 mg) in 5mL of methanol was added a solution of formaldehyde (10 equiv) followed by NaCNBH3 (3 equiv). Once the reaction was complete, the volatiles were removed and the residue taken in ethyl acetate. The ethyl acetate layer was washed with aqueous NaOH (2.5N). The organic layer was dried over sodium sulfate, filtered and evaporated. The residue was puri...